From a dataset of the Open Reaction Database (ORD), a public repository of structured organic reaction records. describe an organic reaction: reactants, conditions, products, and yield The reactants are CC1(OB(OC1(C)C)C1=CC=C(C=C1)OC1=CC=C(C=C1)OC(F)(F)F)C (4,4,5,5-tetramethyl-2-(4-(4-(trifluoromethoxy)phenoxy)phenyl)-1,3,2-dioxaborolane), NC([C@H](C)NC1=CC(=NC(=N1)Cl)C(=O)N)=O ((S)-6-((1-amino-1-oxopropan-2-yl)amino)-2-chloropyrimidine-4-carboxamide), C(=O)([O-])[O-].[Na+].[Na+] (Na2CO3). The reagents and catalysts are Cl[Pd]([P](C1=CC=CC=C1)(C2=CC=CC=C2)C3=CC=CC=C3)([P](C4=CC=CC=C4)(C5=CC=CC=C5)C6=CC=CC=C6)Cl (PdCl2(PPh3)2). The solvent is O1CCOCC1 (dioxane). Run at temperature 10 celsius. The product is NC([C@H](C)NC1=CC(=NC(=N1)C1=CC=C(C=C1)OC1=CC=C(C=C1)OC(F)(F)F)C(=O)N)=O ((S)-6-((1-amino-1-oxopropan-2-yl)amino)-2-(4-(4-(trifluoromethoxy)phenoxy)phenyl)pyrimidine-4-carboxamide). The yield is 31.3%. Reaction SMILES: CC1(C)C(C)(C)OB([C:9]2[CH:14]=[CH:13][C:12]([O:15][C:16]3[CH:21]=[CH:20][C:19]([O:22][C:23]([F:26])([F:25])[F:24])=[CH:18][CH:17]=3)=[CH:11][CH:10]=2)O1.[NH2:28][C:29](=[O:43])[C@@H:30]([NH:32][C:33]1[N:38]=[C:37](Cl)[N:36]=[C:35]([C:40]([NH2:42])=[O:41])[CH:34]=1)[CH3:31].C([O-])([O-])=O.[Na+].[Na+]>Cl[Pd](Cl)([P](C1C=CC=CC=1)(C1C=CC=CC=1)C1C=CC=CC=1)[P](C1C=CC=CC=1)(C1C=CC=CC=1)C1C=CC=CC=1.O1CCOCC1>[NH2:28][C:29](=[O:43])[C@@H:30]([NH:32][C:33]1[N:38]=[C:37]([C:9]2[CH:10]=[CH:11][C:12]([O:15][C:16]3[CH:17]=[CH:18][C:19]([O:22][C:23]([F:24])([F:25])[F:26])=[CH:20][CH:21]=3)=[CH:13][CH:14]=2)[N:36]=[C:35]([C:40]([NH2:42])=[O:41])[CH:34]=1)[CH3:31] |f:2.3.4,^1:52,71|. Procedure: A 50-mL vial with a screw-top septum was charged with 200 mg of 4,4,5,5-tetramethyl-2-(4-(4-(trifluoromethoxy)phenoxy)phenyl)-1,3,2-dioxaborolane, 1 equivalent (S)-6-((1-amino-1-oxopropan-2-yl)amino)-2-chloropyrimidine-4-carboxamide (129 mg, 0.53 mmol), 1.5 mL 2M aqueous Na2CO3, 0.07 equivalents PdCl2(PPh3)2 (28 mg, 0.04 mmol), and 8 mL dioxane. The vial was purged with nitrogen and heated to 10° C. for 6 h, at which time the reaction was complete. The mixture was diluted with 100 mL EtOAc and w... Reactants: N(=[N+]=[N-])[C@H](C(=O)N(CCOC)[C@H](C[C@@H](O)C1(SC=CN1)C(=O)NC)C(C)C)[C@H](CC)C (2-((1R,3R)-3-((2S,3S)-2-azido-N-(2-methoxy ethyl)-3-methylpentanamido)-1-hydroxy-4-methylpentyl)-N-methylthiazole-carboxamide), O (H2O), C(C)(=O)OC(C)=O (acetic anhydride), N1=CC=CC=C1 (pyridine). The reagents and catalysts are CN(C)C=1C=CN=CC1 (DMAP). Solvent: ClCCl (dichloromethane). Reaction conditions: time 3 hour. Yields the product C(C)(=O)O[C@H](C[C@H](C(C)C)N(C([C@H]([C@H](CC)C)N=[N+]=[N-])=O)CCOC)C=1SC=C(N1)C(NC)=O ((1R,3R)-3-((2S,3S)-2-azido-N-(2-methoxyethyl)-3-methylpentanamido)−4−methyl-1-(4-(methylcarbamoyl)thiazol-2-yl)pentyl acetate). The yield is 93.0%. Reaction SMILES: [N:1]([C@@H:4]([C@@H:28]([CH3:31])[CH2:29][CH3:30])[C:5]([N:7]([C@@H:12]([CH:25]([CH3:27])[CH3:26])[CH2:13][C@H:14]([C:16]1(C(NC)=O)[NH:20][CH:19]=[CH:18][S:17]1)[OH:15])[CH2:8][CH2:9][O:10][CH3:11])=[O:6])=[N+:2]=[N-:3].C(O[C:36](=[O:38])[CH3:37])(=O)C.[N:39]1[CH:44]=CC=C[CH:40]=1.[OH2:45]>ClCCl.CN(C1C=CN=CC=1)C>[C:36]([O:15][C@@H:14]([C:16]1[S:17][CH:18]=[C:19]([C:40](=[O:45])[NH:39][CH3:44])[N:20]=1)[CH2:13][C@@H:12]([N:7]([CH2:8][CH2:9][O:10][CH3:11])[C:5](=[O:6])[C@@H:4]([N:1]=[N+:2]=[N-:3])[C@@H:28]([CH3:31])[CH2:29][CH3:30])[CH:25]([CH3:27])[CH3:26])(=[O:38])[CH3:37]. Procedure details: To a solution of the compound obtained in example 15.1 (0.2 mmole, 90 mg) in dichloromethane (8 mL), kept under stirring, were added acetic anhydride (1 mmole, 94 μL), pyridine (0.5 mmole, 40 μL) and a catalytic amount of DMAP. Stirring was continued for 3 hours. At the end the reaction mixture was diluted with H2O (10 mL) and extracted with dichloromethane (2×5 mL). The organic phases were pooled and washed, in the order, with a NaHCO3 saturated aqueous solution (1×10 mL), with a 1N aqueous sol... Starting materials: COC(=O)C1CCC(c2ccc(OCc3ccccc3F)c(C#N)c2)N1, CO, N. Product: N#Cc1cc(C2CCC(C(N)=O)N2)ccc1OCc1ccccc1F. As a reaction SMILES: [C:1](#[N:2])[c:3]1[cH:4][c:5]([CH:18]2[CH2:19][CH2:20][CH:21]([C:23]([O:25][CH3:24])=[O:26])[NH:22]2)[cH:6][cH:7][c:8]1[O:9][CH2:10][c:11]1[c:12]([F:17])[cH:13][cH:14][cH:15][cH:16]1.[CH3:28][OH:29].[NH3:27]>>[C:1](#[N:2])[c:3]1[cH:4][c:5]([CH:18]2[CH2:19][CH2:20][CH:21]([C:23](=[O:25])[NH2:27])[NH:22]2)[cH:6][cH:7][c:8]1[O:9][CH2:10][c:11]1[c:12]([F:17])[cH:13][cH:14][cH:15][cH:16]1. The reactants are Cl (hydrochloric acid), CCOC=1C=CC(=CC1)N (p-phenetidine), C(#N)S.N (ammonium rhodanide), [Na] (sodium). Reaction conditions: time 8 hour. Product: C(C)OC1=CC=C(C=C1)NC(=S)N (p-ethoxyphenyl thiourea). RXN SMILES: Cl.[CH3:2][CH2:3][O:4][C:5]1[CH:6]=[CH:7][C:8]([NH2:11])=[CH:9][CH:10]=1.[C:12]([SH:14])#[N:13].N.[Na]>>[CH2:3]([O:4][C:5]1[CH:10]=[CH:9][C:8]([NH:11][C:12]([NH2:13])=[S:14])=[CH:7][CH:6]=1)[CH3:2] |f:2.3,^1:15|. Procedure details: 750 Parts of a 30% aqueous hydrochloric acid are placed into a reaction vessel, whereupon 822 parts of p-phenetidine, 479 parts of ammonium rhodanide and 31.2 parts of sodium hydrogenosulfite are introduced successively, while stirring. The reaction mixture is stirred for 15 hours at 80° C., thereafter for 8 hours at 95° C., and subsequently the precipitate having been formed is filtered off with suction, while hot, and washed with hot water until neutral. The dried product gives a yield of 1129... Reactants: C(=O)([O-])[O-].[K+].[K+] (K2CO3), ClC1=CC(=C(C=O)C(=C1)Cl)O (4,6-dichloro-2-hydroxybenzaldehyde), FC1=CC=C(CBr)C=C1 (4-fluorobenzyl bromide). The solvent is CN(C)C=O (DMF). Reaction conditions: temperature 70 celsius, time 3.5 hour. The product is ClC1=C(C=O)C(=CC(=C1)Cl)OCC1=CC=C(C=C1)F (2,4-Dichloro-6-(4-fluorophenylmethoxy)benzaldehyde). As a reaction SMILES: [Cl:1][C:2]1[CH:9]=[C:8]([Cl:10])[C:5]([CH:6]=[O:7])=[C:4]([OH:11])[CH:3]=1.C([O-])([O-])=O.[K+].[K+].[F:18][C:19]1[CH:26]=[CH:25][C:22]([CH2:23]Br)=[CH:21][CH:20]=1>CN(C=O)C>[Cl:10][C:8]1[CH:9]=[C:2]([Cl:1])[CH:3]=[C:4]([O:11][CH2:23][C:22]2[CH:25]=[CH:26][C:19]([F:18])=[CH:20][CH:21]=2)[C:5]=1[CH:6]=[O:7] |f:1.2.3|. Procedure details: A solution of 13.77 g (72.5 mmol) of 4,6-dichloro-2-hydroxybenzaldehyde in 100 ml of DMF was stirred and 12.02 g (87 mmol) of K2CO3 was added. This mixture was heated to ~70° C. for 60 minutes, then 11.7 ml of 4-fluorobenzyl bromide was added. The resulting solution was stirred at 70° C. for 3.5 hours, then this was poured onto ice H2O (1.5 l), filtered and washed with H2O, and recrystallized from Et2O/petroleum ether. Yield: 17.88 g (83%) of off-white crystals, m.p. 107°-108° C. Starting materials: BrC=1C=C(C(=NC1)NC)S(=O)(=O)Cl (5-bromo-2-(methylamino)pyridine-3-sulfonyl chloride), BrC=1C=CC(=NC1)NC (5-bromo-N-methylpyridin-2-amine), NCCO (2-aminoethanol). Product: BrC=1C=C(C(=NC1)NC)S(=O)(=O)NCCO (5-bromo-N-(2-hydroxyethyl)-2-(methylamino)pyridine-3-sulfonamide). RXN SMILES: [Br:1][C:2]1[CH:3]=[C:4]([S:10](Cl)(=[O:12])=[O:11])[C:5]([NH:8][CH3:9])=[N:6][CH:7]=1.BrC1C=CC(NC)=NC=1.[NH2:23][CH2:24][CH2:25][OH:26]>>[Br:1][C:2]1[CH:3]=[C:4]([S:10]([NH:23][CH2:24][CH2:25][OH:26])(=[O:12])=[O:11])[C:5]([NH:8][CH3:9])=[N:6][CH:7]=1. Reported procedure: Prepared according to the methods described in reagent preparation 25 using 5-bromo-2-(methylamino)pyridine-3-sulfonyl chloride (prepared from 5-bromo-N-methylpyridin-2-amine using analogous conditions to those described in WO2008144463) and 2-aminoethanol in step 1. Starting materials: CNC(=O)C=1N(C=C(C1)C#CC1=CC(=CC=C1)OC)CC (1-ethyl-4-(3-methoxy-phenylethynyl)-1H-pyrrole-2-carboxylic acid methyl amide), CC[Mg+].[Br-] (EtMgBr), ice. Solvent: C1CCOC1 (THF). Run at time 18 hour. Product: C(C)N1C(=CC(=C1)C#CC1=CC(=CC=C1)OC)C(CC)=O (1-[1-Ethyl-4-(3-methoxy-phenylethynyl)-1H-pyrrol-2-yl]-propan-1-one), solid. Yield: 80.0%. RXN SMILES: CN[C:3]([C:5]1[N:6]([CH2:20][CH3:21])[CH:7]=[C:8]([C:10]#[C:11][C:12]2[CH:17]=[CH:16][CH:15]=[C:14]([O:18][CH3:19])[CH:13]=2)[CH:9]=1)=[O:4].[CH3:22][CH2:23][Mg+].[Br-]>C1COCC1>[CH2:20]([N:6]1[CH:7]=[C:8]([C:10]#[C:11][C:12]2[CH:17]=[CH:16][CH:15]=[C:14]([O:18][CH3:19])[CH:13]=2)[CH:9]=[C:5]1[C:3](=[O:4])[CH2:22][CH3:23])[CH3:21] |f:1.2|. Reported procedure: Under a nitrogen atmosphere to a cold (0° C.) solution of 1-ethyl-4-(3-methoxy-phenylethynyl)-1H-pyrrole-2-carboxylic acid methyl amide (2.48 g, 7.93 mmol) in THF (40 ml) was added EtMgBr solution (1 molar in THF, 16 mL) over 10 minutes. The mixture was allowed to warm to room temperature and stirred for 18 hours, then poured into ice/1 N HCl solution and extracted with ether. The combined ether extracts were washed with brine, dried over MgSO4 and evaporated to dryness. The resultant residue wa...